describe an organic reaction: reactants, conditions, products, and yield From a dataset of the Open Reaction Database (ORD), a public repository of structured organic reaction records. Reactants: C(C)(=O)OCC (ethyl acetate), C(C)(C)(C)OC(C(CC1=CC=C(C=C1)O)NC(C(CC(C)C)NC(=O)N1CCCCCC1)=O)=O (2-{2-[(Azepane-1-carbonyl)-amino]-4-methyl-pentanoylamino}-3-(4-hydroxy-phenyl)-propionic acid tert-butyl ester), BrCC1CCCCC1 (bromomethylcyclohexane), [H-].[Na+] (sodium hydride). Solvent: O (water), CN(C)C=O (DMF). Conditions: temperature 0 celsius, time 30 minute. Yields the product C(C)(C)(C)OC(C(CC1=CC=C(C=C1)OCC1CCCCC1)NC(C(CC(C)C)NC(=O)N1CCCCCC1)=O)=O (2-{2-[(Azepane-1-carbonyl)-amino]-4-methyl-pentanoylamino}-3-(4-cyclohexylmethoxy-phenyl)-propionic acid tert-butyl ester). Isolated yield 54.1%. RXN SMILES: [C:1]([O:5][C:6](=[O:34])[CH:7]([NH:16][C:17](=[O:33])[CH:18]([NH:23][C:24]([N:26]1[CH2:32][CH2:31][CH2:30][CH2:29][CH2:28][CH2:27]1)=[O:25])[CH2:19][CH:20]([CH3:22])[CH3:21])[CH2:8][C:9]1[CH:14]=[CH:13][C:12]([OH:15])=[CH:11][CH:10]=1)([CH3:4])([CH3:3])[CH3:2].Br[CH2:36][CH:37]1[CH2:42][CH2:41][CH2:40][CH2:39][CH2:38]1.[H-].[Na+].C(OCC)(=O)C>CN(C=O)C.O>[C:1]([O:5][C:6](=[O:34])[CH:7]([NH:16][C:17](=[O:33])[CH:18]([NH:23][C:24]([N:26]1[CH2:32][CH2:31][CH2:30][CH2:29][CH2:28][CH2:27]1)=[O:25])[CH2:19][CH:20]([CH3:22])[CH3:21])[CH2:8][C:9]1[CH:10]=[CH:11][C:12]([O:15][CH2:36][CH:37]2[CH2:42][CH2:41][CH2:40][CH2:39][CH2:38]2)=[CH:13][CH:14]=1)([CH3:3])([CH3:4])[CH3:2] |f:2.3|. Procedure details: A solution of the product from Example 24 (0.20 g, 0.42 mmol) and bromomethylcyclohexane (0.6 μL, 0.45 mmol) in DMF (2 mL) was added sodium hydride (60% in dispersion oil, 0.016 g, 0.42 mmol). The reaction mixture was stirred at 0° C. for 30 minutes and warmed to room temperature. The reaction mixture was poured into a separatory funnel containing ethyl acetate (50 mL) and water (50 mL). The organic phase was collected, washed with brine, and dried. The residue was purified by chromatography (si... Starting materials: C(=O)(O)[O-].[Na+] (NaHCO3), C(=O)(C(F)(F)F)O (TFA), [BH-](OC(=O)C)(OC(=O)C)OC(=O)C.[Na+] (NaBH(OAc)3), COC1=CC=C(CC2=NOC(=N2)C2CCNCC2)C=C1 (4-[3-(4-methoxybenzyl)-1,2,4-oxadiazol-5-yl]piperidine), C(C1=CC=CC=C1)(=O)N1CCC(CC1)(C1=CC=CC=C1)CC=O ((1-benzoyl-4-phenylpiperidin-4-yl)acetaldehyde), C(=O)[O-] (formate). The solvent is C(Cl)Cl (DCM). Conditions: time 1 hour. The product is C(C1=CC=CC=C1)(=O)N1CCC(CC1)(C1=CC=CC=C1)CCN1CCC(CC1)C1=NC(=NO1)CC1=CC=C(C=C1)OC (1-benzoyl-4-(2-{4-[3-(4-methoxybenzyl)-1,2,4-oxadiazol-5-yl]piperidin-1-yl}ethyl)-4-phenylpiperidine). Yield: 37.7%. As a reaction SMILES: C(O)(C(F)(F)F)=O.[CH3:8][O:9][C:10]1[CH:27]=[CH:26][C:13]([CH2:14][C:15]2[N:19]=[C:18]([CH:20]3[CH2:25][CH2:24][NH:23][CH2:22][CH2:21]3)[O:17][N:16]=2)=[CH:12][CH:11]=1.[C:28]([N:36]1[CH2:41][CH2:40][C:39]([CH2:48][CH:49]=O)([C:42]2[CH:47]=[CH:46][CH:45]=[CH:44][CH:43]=2)[CH2:38][CH2:37]1)(=[O:35])[C:29]1[CH:34]=[CH:33][CH:32]=[CH:31][CH:30]=1.[BH-](OC(C)=O)(OC(C)=O)OC(C)=O.[Na+].C([O-])(O)=O.[Na+].C([O-])=O>C(Cl)Cl>[C:28]([N:36]1[CH2:37][CH2:38][C:39]([CH2:48][CH2:49][N:23]2[CH2:24][CH2:25][CH:20]([C:18]3[O:17][N:16]=[C:15]([CH2:14][C:13]4[CH:12]=[CH:11][C:10]([O:9][CH3:8])=[CH:27][CH:26]=4)[N:19]=3)[CH2:21][CH2:22]2)([C:42]2[CH:47]=[CH:46][CH:45]=[CH:44][CH:43]=2)[CH2:40][CH2:41]1)(=[O:35])[C:29]1[CH:30]=[CH:31][CH:32]=[CH:33][CH:34]=1 |f:3.4,5.6|. Procedure details: The TFA salt of 4-[3-(4-methoxybenzyl)-1,2,4-oxadiazol-5-yl]piperidine (29 mg, 0.076 mmol) was combined with (1-benzoyl-4-phenylpiperidin-4-yl)acetaldehyde (21 mg, 0.069 mmol) in 2 mL DCM and treated with NaBH(OAc)3 (43 mg, 0.203 mmol) at ambient temperature with agitation for 18 h. 1 mL of saturated aqueous NaHCO3 was added and agitated 1 h. The organic phase was separated and concentrated. The crude product was purified by HPLC to give 1-benzoyl-4-(2-{4-[3-(4-methoxybenzyl)-1,2,4-oxadiazol-5-y... Starting materials: C1(CCCCC1)N (cyclohexylamine), ClC1=CC(=CC=2N1N=C(N2)N)C=2C=NC=CC2 (5-chloro-7-pyridin-3-yl-[1,2,4]triazolo[1,5-a]pyridin-2-ylamine). Product: C1(CCCCC1)NC1=CC(=CC=2N1N=C(N2)N)C=2C=NC=CC2 (N5-cyclohexyl-7-(pyridin-3-yl)-[1,2,4]triazolo[1,5-a]pyridine-2,5-diamine). RXN SMILES: [CH:1]1([NH2:7])[CH2:6][CH2:5][CH2:4][CH2:3][CH2:2]1.Cl[C:9]1[N:14]2[N:15]=[C:16]([NH2:18])[N:17]=[C:13]2[CH:12]=[C:11]([C:19]2[CH:20]=[N:21][CH:22]=[CH:23][CH:24]=2)[CH:10]=1>>[CH:1]1([NH:7][C:9]2[N:14]3[N:15]=[C:16]([NH2:18])[N:17]=[C:13]3[CH:12]=[C:11]([C:19]3[CH:20]=[N:21][CH:22]=[CH:23][CH:24]=3)[CH:10]=2)[CH2:6][CH2:5][CH2:4][CH2:3][CH2:2]1. Procedure details: A mixture of cyclohexylamine (4 mL) and 5-chloro-7-pyridin-3-yl-[1,2,4]triazolo[1,5-a]pyridin-2-ylamine, which may be produced as in Example 1A, (280 mg, 1.14 mmol) was microwaved at 155° C. for 1 h. On cooling, the product was triturated with toluene/cyclohexane, then taken up in CH2Cl2 and washed with aqueous Na2CO3. The organic layer was separated, dried (MgSO4), then concentrated to provide N5-cyclohexyl-7-(pyridin-3-yl)-[1,2,4]triazolo[1,5-a]pyridine-2,5-diamine. MS m/z 309 (M+H+). The reactants are ice water, S(O)(O)(=O)=O (sulfuric acid), N(=O)[O-].[Na+] (sodium nitrite), NC=1C=C(C=CC1C1CCCCC1)C(C(=O)OCC)=O (ethyl 3-amino-4-cyclohexylphenylglyoxylate), S(O)(O)(=O)=O (sulfuric acid), ice, [I-].[K+] (potassium iodide). The reagents and catalysts are [Cu] (copper bronze). Solvent: O (water), O (water). Run at temperature 80 celsius, time 0.5 hour. The product is IC=1C=C(C=CC1C1CCCCC1)C(C(=O)O)=O (3-iodo-4-cyclohexylphenylglyoxylic acid). Reaction SMILES: N[C:2]1[CH:3]=[C:4]([C:14](=[O:20])[C:15]([O:17]CC)=[O:16])[CH:5]=[CH:6][C:7]=1[CH:8]1[CH2:13][CH2:12][CH2:11][CH2:10][CH2:9]1.S(=O)(=O)(O)O.N([O-])=O.[Na+].[I-:30].[K+]>[Cu].O>[I:30][C:2]1[CH:3]=[C:4]([C:14](=[O:20])[C:15]([OH:17])=[O:16])[CH:5]=[CH:6][C:7]=1[CH:8]1[CH2:13][CH2:12][CH2:11][CH2:10][CH2:9]1 |f:2.3,4.5|. Procedure: To 0.05 moles of ethyl 3-amino-4-cyclohexylphenylglyoxylate dissolved in a mixture of 50 g. of ice water and 0.06 moles of concentrated sulfuric acid at 0° C. is added a solution of 0.05 moles of 95% sodium nitrite in 8 ml. of water. Stirring is continued for 1/2 hour and then 1.5 ml. of concentrated sulfuric acid is added. This solution is poured into an ice cold solution of 0.06 moles of potassium iodide in 10 ml. of water. To this is added 0.075 g. copper bronze with stirring and the solution... Reactants: CC#CC(=O)O, C1CCOC1, CN1CCOCC1, CC(C)COC(=O)Cl, N#Cc1cnc2ccc(N)cc2c1Nc1ccc(Oc2cccs2)c(Cl)c1, CN(C)C=O. Product: CC#CC(=O)Nc1ccc2ncc(C#N)c(Nc3ccc(Oc4cccs4)c(Cl)c3)c2c1. As a reaction SMILES: [C:1]([C:2]#[C:3][CH3:4])(=[O:5])[OH:6].[CH2:49]1[O:50][CH2:51][CH2:52][CH2:53]1.[CH3:7][N:8]1[CH2:9][CH2:10][O:11][CH2:12][CH2:13]1.[Cl:14][C:15]([O:16][CH2:17][CH:18]([CH3:19])[CH3:20])=[O:21].[NH2:22][c:23]1[cH:24][c:25]2[c:26]([NH:35][c:36]3[cH:37][c:38]([Cl:48])[c:39]([O:42][c:43]4[s:44][cH:45][cH:46][cH:47]4)[cH:40][cH:41]3)[c:27]([C:33]#[N:34])[cH:28][n:29][c:30]2[cH:31][cH:32]1.[O:54]=[CH:55][N:56]([CH3:57])[CH3:58]>>[C:1]([C:2]#[C:3][CH3:4])(=[O:6])[NH:22][c:23]1[cH:24][c:25]2[c:26]([NH:35][c:36]3[cH:37][c:38]([Cl:48])[c:39]([O:42][c:43]4[s:44][cH:45][cH:46][cH:47]4)[cH:40][cH:41]3)[c:27]([C:33]#[N:34])[cH:28][n:29][c:30]2[cH:31][cH:32]1. Reactants: CC1C(OCC(C)(C)C)OCC(C(O)C(Cc2cc(F)cc(Br)c2)[N+](=O)[O-])N1C(=O)OC(C)(C)C, CC(=O)O, [Zn]. The product is CC1C(OCC(C)(C)C)OCC(C(O)C(N)Cc2cc(F)cc(Br)c2)N1C(=O)OC(C)(C)C. As a reaction SMILES: [C:1]([CH3:2])([CH3:3])([CH3:4])[O:5][C:6](=[O:7])[N:8]1[CH:9]([CH3:35])[CH:10]([O:29][CH2:30][C:31]([CH3:32])([CH3:33])[CH3:34])[O:11][CH2:12][CH:13]1[CH:14]([CH:15]([CH2:16][c:17]1[cH:18][c:19]([Br:24])[cH:20][c:21]([F:23])[cH:22]1)[N+:25]([O-:26])=[O:27])[OH:28].[CH3:36][C:37](=[O:38])[OH:39].[Zn:40]>>[C:1]([CH3:2])([CH3:3])([CH3:4])[O:5][C:6](=[O:7])[N:8]1[CH:9]([CH3:35])[CH:10]([O:29][CH2:30][C:31]([CH3:32])([CH3:33])[CH3:34])[O:11][CH2:12][CH:13]1[CH:14]([CH:15]([CH2:16][c:17]1[cH:18][c:19]([Br:24])[cH:20][c:21]([F:23])[cH:22]1)[NH2:25])[OH:28]. The reactants are [Al+3], C1CCOC1, CCOCC, [H-], [H-], [H-], [H-], [Li+], CCOC(=O)c1ccc2nc(N)sc2c1. Yields the product Nc1nc2ccc(CO)cc2s1. Reaction SMILES: [Al+3:17].[CH2:27]1[O:28][CH2:29][CH2:30][CH2:31]1.[CH3:22][CH2:23][O:24][CH2:25][CH3:26].[H-:16].[H-:19].[H-:20].[H-:21].[Li+:18].[NH2:1][c:2]1[s:3][c:4]2[c:5]([n:6]1)[cH:7][cH:8][c:9]([C:11](=[O:12])[O:13][CH2:14][CH3:15])[cH:10]2>>[NH2:1][c:2]1[s:3][c:4]2[c:5]([n:6]1)[cH:7][cH:8][c:9]([CH2:11][OH:12])[cH:10]2. The reactants are O=C([O-])[O-], CS(C)=O, OC(c1ccc(Cl)c(Cl)c1)C(F)(F)F, O=[N+]([O-])c1ccc(Cl)nc1, [K+], [K+], [Na+], [OH-]. Yields the product O=[N+]([O-])c1ccc(OC(c2ccc(Cl)c(Cl)c2)C(F)(F)F)nc1. RXN SMILES: [C:25](=[O:26])([O-:27])[O-:28].[CH3:33][S:34](=[O:35])[CH3:36].[Cl:11][c:12]1[cH:13][c:14]([CH:19]([C:20]([F:21])([F:22])[F:23])[OH:24])[cH:15][cH:16][c:17]1[Cl:18].[Cl:1][c:2]1[n:3][cH:4][c:5]([N+:8](=[O:9])[O-:10])[cH:6][cH:7]1.[K+:29].[K+:30].[Na+:32].[OH-:31]>>[c:2]1([O:24][CH:19]([c:14]2[cH:13][c:12]([Cl:11])[c:17]([Cl:18])[cH:16][cH:15]2)[C:20]([F:21])([F:22])[F:23])[n:3][cH:4][c:5]([N+:8](=[O:9])[O-:10])[cH:6][cH:7]1. The reactants are CCOC(=O)c1[nH]c(=O)[nH]c1CN1CCN(c2ccccc2OC)CC1, Cl, Cl, [Li+], [OH-], O. Yields the product COc1ccccc1N1CCN(Cc2[nH]c(=O)[nH]c2C(=O)O)CC1. As a reaction SMILES: [CH3:2][O:3][c:4]1[c:5]([N:10]2[CH2:11][CH2:12][N:13]([CH2:16][c:17]3[c:18]([C:23](=[O:24])[O:25][CH2:26][CH3:27])[nH:19][c:20](=[O:22])[nH:21]3)[CH2:14][CH2:15]2)[cH:6][cH:7][cH:8][cH:9]1.[ClH:1].[ClH:30].[Li+:28].[OH-:29].[OH2:31]>>[CH3:2][O:3][c:4]1[c:5]([N:10]2[CH2:11][CH2:12][N:13]([CH2:16][c:17]3[c:18]([C:23](=[O:24])[OH:25])[nH:19][c:20](=[O:22])[nH:21]3)[CH2:14][CH2:15]2)[cH:6][cH:7][cH:8][cH:9]1. Starting materials: CN(C)C=O, CI, COc1cc2ncnc(Oc3ccc(NC(=O)OCc4ccccc4C)c(Cl)c3)c2cc1OC, [H-], [Na+], O. Yields the product COc1cc2ncnc(Oc3ccc(N(C)C(=O)OCc4ccccc4C)c(Cl)c3)c2cc1OC. Reaction SMILES: [CH3:1][N:2]([CH3:3])[CH:4]=[O:5].[CH3:42][I:43].[Cl:8][c:9]1[c:10]([NH:30][C:31]([O:32][CH2:33][c:34]2[c:35]([CH3:40])[cH:36][cH:37][cH:38][cH:39]2)=[O:41])[cH:11][cH:12][c:13]([O:15][c:16]2[n:17][cH:18][n:19][c:20]3[cH:21][c:22]([O:28][CH3:29])[c:23]([O:26][CH3:27])[cH:24][c:25]23)[cH:14]1.[H-:6].[Na+:7].[OH2:44]>>[CH3:1][N:30]([c:10]1[c:9]([Cl:8])[cH:14][c:13]([O:15][c:16]2[n:17][cH:18][n:19][c:20]3[cH:21][c:22]([O:28][CH3:29])[c:23]([O:26][CH3:27])[cH:24][c:25]23)[cH:12][cH:11]1)[C:31]([O:32][CH2:33][c:34]1[c:35]([CH3:40])[cH:36][cH:37][cH:38][cH:39]1)=[O:41].